Dataset: the Open Reaction Database (ORD), a public repository of structured organic reaction records. Task: describe an organic reaction: reactants, conditions, products, and yield Reactants: C(O)([O-])=O.[Na+] (sodium hydrogencarbonate), OC=1C(=CC2=CC(=CC=C2C1)CNC1=CC=C(C=C1)C(C)C)C(=O)O (3-Hydroxy-7-[(4-(2-propyl)phenylamino)methyl]naphthalene-2-carboxylic acid), Cl (hydrochloric acid), C(C)(=O)OC(C)=O (acetic anhydride). Solvent: O (water), O1CCCC1 (tetrahydrofuran). The product is C(C)(=O)N(C1=CC=C(C=C1)C(C)C)CC1=CC=C2C=C(C(=CC2=C1)C(=O)O)O (N-Acetyl-3-hydroxy-7-[(4-(2-propyl)phenylamino)methyl]naphthalene-2-carboxylic acid). Yield: 79.5%. As a reaction SMILES: [OH:1][C:2]1[C:3]([C:23]([OH:25])=[O:24])=[CH:4][C:5]2[C:10]([CH:11]=1)=[CH:9][CH:8]=[C:7]([CH2:12][NH:13][C:14]1[CH:19]=[CH:18][C:17]([CH:20]([CH3:22])[CH3:21])=[CH:16][CH:15]=1)[CH:6]=2.C(=O)([O-])O.[Na+].[C:31](OC(=O)C)(=[O:33])[CH3:32].Cl>O1CCCC1.O>[C:31]([N:13]([CH2:12][C:7]1[CH:6]=[C:5]2[C:10]([CH:11]=[C:2]([OH:1])[C:3]([C:23]([OH:25])=[O:24])=[CH:4]2)=[CH:9][CH:8]=1)[C:14]1[CH:19]=[CH:18][C:17]([CH:20]([CH3:22])[CH3:21])=[CH:16][CH:15]=1)(=[O:33])[CH3:32] |f:1.2|. Procedure: 3-Hydroxy-7-[(4-(2-propyl)phenylamino)methyl]naphthalene-2-carboxylic acid (25 mg, 0.07 mmol) (example 363) was suspended in tetrahydrofuran (200 μL). A solution of sodium hydrogencarbonate (23 mg, 0.27 mmol) in water (200 μL) was added followed by acetic anhydride (14 μL, 15 mg, 0.15 mmol). The reaction mixture was stirred vigorously for 65 hours at room temperature before 6 N hydrochloric acid (4 mL) was added. The precipitate was filtered off and rinsed with water (3×1 mL) to yield the title ... Reactants: ClC1=CC=C(C(=O)CCCCC(=O)O)C=C1 (5-(4-Chlorobenzoyl)pentanoic acid), S(=O)(Cl)Cl (thionyl chloride). Solvent: C1(=CC=CC=C1)C (toluene). Product: ClC1=CC=C(C(=O)CCCCC(=O)Cl)C=C1 (5-(4-chlorobenzoyl)pentanoyl chloride). Yield: 100.0%. RXN SMILES: [Cl:1][C:2]1[CH:16]=[CH:15][C:5]([C:6]([CH2:8][CH2:9][CH2:10][CH2:11][C:12](O)=[O:13])=[O:7])=[CH:4][CH:3]=1.S(Cl)([Cl:19])=O>C1(C)C=CC=CC=1>[Cl:1][C:2]1[CH:16]=[CH:15][C:5]([C:6]([CH2:8][CH2:9][CH2:10][CH2:11][C:12]([Cl:19])=[O:13])=[O:7])=[CH:4][CH:3]=1. Procedure: 5-(4-Chlorobenzoyl)pentanoic acid (9.6g) was dissolved in dry toluene (80 ml) and thionyl chloride (10 ml) added. The reaction mixture was heated to reflux for 4 hours. The excess toluene and thionyl chloride were removed in vacuo, more toluene was added and again removed in vacuo affording 5-(4-chlorobenzoyl)pentanoyl chloride (10.4g 100%) as a pale brown solid. The reactants are CN(CC(O)C=1N(C=CN1)C(C1=CC=CC=C1)(C1=CC=CC=C1)C1=CC=CC=C1)C(C1=CC=CC=C1)(C1=CC=CC=C1)C1=CC=CC=C1 (2-[methyl(trityl)amino]-1-(1-trityl-1H-imidazol-2-yl)ethanol), Cl (HCl). The solvent is CC(=O)C (acetone), O1CCOCC1 (dioxane). Reaction conditions: time 4 hour. The product is Cl.Cl.N1C(=NC=C1)C(CNC)O (1-(1H-imidazol-2-yl)-2-(methylamino)ethanol dihydrochloride). Reaction SMILES: [CH3:1][N:2](C(C1C=CC=CC=1)(C1C=CC=CC=1)C1C=CC=CC=1)[CH2:3][CH:4]([C:6]1[N:7](C(C2C=CC=CC=2)(C2C=CC=CC=2)C2C=CC=CC=2)[CH:8]=[CH:9][N:10]=1)[OH:5].[ClH:49]>CC(C)=O.O1CCOCC1>[ClH:49].[ClH:49].[NH:7]1[CH:8]=[CH:9][N:10]=[C:6]1[CH:4]([OH:5])[CH2:3][NH:2][CH3:1] |f:4.5.6|. Procedure details: A solution of 2-[methyl(trityl)amino]-1-(1-trityl-1H-imidazol-2-yl)ethanol (3.4 g, 5.43 mmol) in 70 mL of acetone was treated with a solution of 4N HCl in dioxane (5 mL) and stirred for 4 h at room temperature. The solvent was removed by evaporation in vacuum and the residue was suspended in EtOAc. The solid was collected by filtration and washed with hot EtOAc. A white solid, 0.92 g (79%) was obtained after drying under vacuum. mp 176.4-177.3° C. Reactants: CC=1C=CC(=C(N)C1)S(=O)(=O)CCC (5-methyl-2-(propylsulfonyl) aniline), CC=1C=CC(=C(N)C1)S(=O)(=O)CCC (5-methyl-2-(propylsulfonyl) aniline), CN1CCOCC1 (N-methyl morpholine), C(C)(=O)Cl (Acetyl chloride). Run in C(Cl)Cl (DCM), O (water). Reaction conditions: time 12 hour. The product is CC=1C=CC(=C(C1)NC(C)=O)S(=O)(=O)CCC (N-[5-Methyl-2-(propylsulfonyl)phenyl]acetamide). Yield: 69.9%. Reaction SMILES: [CH3:1][C:2]1[CH:3]=[CH:4][C:5]([S:9]([CH2:12][CH2:13][CH3:14])(=[O:11])=[O:10])=[C:6]([CH:8]=1)[NH2:7].CN1CC[O:19][CH2:18][CH2:17]1.C(Cl)(=O)C>C(Cl)Cl.O>[CH3:1][C:2]1[CH:3]=[CH:4][C:5]([S:9]([CH2:12][CH2:13][CH3:14])(=[O:11])=[O:10])=[C:6]([NH:7][C:18](=[O:19])[CH3:17])[CH:8]=1. Reported procedure: A solution of 5-methyl-2-(propylsulfonyl) aniline (Intermediate 228; 6.0 g, 28 mmol) in DCM (100 ml) was added N-methyl morpholine (4.3 g, 42.1 mmol) and Acetyl chloride (2.4 g, 31 mmol). The reaction mixture was stirred at RT for 12 h. The reaction mixture was diluted with water (200 ml), the organic layer was washed with brine solution and dried over sodium sulphate and evaporated. The crude product was purified by column chromatography (silica) using petroleum ether/ethyl acetate as eluent to... Reactants: ClCCl (dichloromethane), P2I4, OC1(CC2=CSC=C2)CC=CC=C1 (3-(1-hydroxybenzyl)thiophene). The solvent is [Na] (sodium). Yields the product C(C1=CC=CC=C1)C1=CSC=C1 (3-benzylthiophene). The yield is 58.5%. RXN SMILES: O[C:2]1([CH:13]=[CH:12][CH:11]=[CH:10][CH2:9]1)[CH2:3][C:4]1[CH:8]=[CH:7][S:6][CH:5]=1.ClCCl>[Na]>[CH2:3]([C:4]1[CH:8]=[CH:7][S:6][CH:5]=1)[C:2]1[CH:9]=[CH:10][CH:11]=[CH:12][CH:13]=1 |^1:16|. Procedure: A solution containing P2I4 (3.42 g, 6 mmol) and 3-(1-hydroxybenzyl)thiophene (1.90 g, 10 mmol) in sodium-dried toluene (100 ml) was heated under nitrogen for one hour. The reaction mixture was cooled and then quenched with 10% aqueous sodium sulphite. The mixture was extracted with ether, and the combined organic phases were washed with water and brine then dried. Filtration and evaporation afforded a yellow oil, which on bulb-to-bulb distillation (110° C. at 0.05 mmHg) gave a pale-pink oil. Chr...